Task: describe an organic reaction: reactants, conditions, products, and yield. Dataset: the Open Reaction Database (ORD), a public repository of structured organic reaction records The reactants are C(C1=CC=CC=C1)OC1=CC(=NC2=CC(=CC(=C12)Cl)Cl)C(=O)OC(CN(C)C)C (2-dimethylamino-1-methylethyl 4-benzyloxy-5,7-dichloroquinoline-2-carboxylate), Br (hydrogen bromide). Run in C(C)(=O)O (acetic acid). Product: Br.ClC1=C2C=CC(=NC2=CC(=C1)Cl)C(=O)OC(CN(C)C)C (2-dimethylamino-1-methylethyl 5,7-dichloroquinoline-2-carboxylate hydrobromide). As a reaction SMILES: C(O[C:9]1[C:18]2[C:13](=[CH:14][C:15]([Cl:20])=[CH:16][C:17]=2[Cl:19])[N:12]=[C:11]([C:21]([O:23][CH:24]([CH3:29])[CH2:25][N:26]([CH3:28])[CH3:27])=[O:22])[CH:10]=1)C1C=CC=CC=1.[BrH:30]>C(O)(=O)C>[BrH:30].[Cl:19][C:17]1[CH:16]=[C:15]([Cl:20])[CH:14]=[C:13]2[C:18]=1[CH:9]=[CH:10][C:11]([C:21]([O:23][CH:24]([CH3:29])[CH2:25][N:26]([CH3:28])[CH3:27])=[O:22])=[N:12]2 |f:3.4|. Procedure: Treatment of 2-dimethylamino-1-methylethyl 4-benzyloxy-5,7-dichloroquinoline-2-carboxylate (1.4 g) with hydrogen bromide in acetic acid (15 ml, 48%) as described in Example 33d gave 2-dimethylamino-1-methylethyl 5,7-dichloroquinoline-2-carboxylate hydrobromide (0.32 g), m.p. 228° C. (dec). δ (360 MHz, DMSO-d6) 1.37 (3H, d, CHCH3), 2.86 (6H, s, N(CH3)2), 3.59 (2H, m, CH2N), 5.47 (1H, m, CO2CH), 6.81 (1H, s, 3-H), 7.45 (1H, d, 6-H), 8.05 (1H, d, 8-H), 9.45 (1H, bs, NH) and 12.02 (1H, bs, NH). (Fou... Starting materials: ClC1=C(C(=CC(=C1)CCN[C@H]([C@@H](C1=CC=C(C=C1)O)O)C)Cl)NCC(=O)OCC (Ethyl N-[2,6-dichloro-4-[2-[[(1S, 2R)-2-hydroxy-2-(4-hydroxyphenyl)-1-methylethyl]amino]ethyl]phenyl]aminoacetate), COCCN (2-methoxyethylamine). Conditions: temperature 80 celsius, time 48 hour. Product: ClC1=C(C(=CC(=C1)CCN[C@H]([C@@H](C1=CC=C(C=C1)O)O)C)Cl)NCC(=O)NCCOC (2-[[2,6-dichloro-4-[2-[[(1S, 2R)-2-hydroxy-2-(4-hydroxyphenyl)-1-methylethyl]amino]ethyl]phenyl]amino]-N-(2-methoxyethyl)-acetamide). Reaction SMILES: [Cl:1][C:2]1[CH:7]=[C:6]([CH2:8][CH2:9][NH:10][C@@H:11]([CH3:21])[C@H:12]([OH:20])[C:13]2[CH:18]=[CH:17][C:16]([OH:19])=[CH:15][CH:14]=2)[CH:5]=[C:4]([Cl:22])[C:3]=1[NH:23][CH2:24][C:25](OCC)=[O:26].[CH3:30][O:31][CH2:32][CH2:33][NH2:34]>>[Cl:22][C:4]1[CH:5]=[C:6]([CH2:8][CH2:9][NH:10][C@@H:11]([CH3:21])[C@H:12]([OH:20])[C:13]2[CH:14]=[CH:15][C:16]([OH:19])=[CH:17][CH:18]=2)[CH:7]=[C:2]([Cl:1])[C:3]=1[NH:23][CH2:24][C:25]([NH:34][CH2:33][CH2:32][O:31][CH3:30])=[O:26]. Reported procedure: Ethyl N-[2,6-dichloro-4-[2-[[(1S, 2R)-2-hydroxy-2-(4-hydroxyphenyl)-1-methylethyl]amino]ethyl]phenyl]aminoacetate (44.3 mg) was dissolved in 2-methoxyethylamine (886 μl), and the solution was stirred for 48 hours at 80° C. The reaction mixture was concentrated in vacuo, and purification of the residue by medium pressure liquid column chromatography on aminopropyl silica gel (eluent: dichloromethane/methanol=10/1) gave 2-[[2,6-dichloro-4-[2-[[(1S, 2R)-2-hydroxy-2-(4-hydroxyphenyl)-1-methylethyl]a... Reactants: [N+](=O)([O-])C1=CC=C(C=O)C=C1 (4-Nitrobenzaldehyde), [N+](=O)([O-])C (nitromethane). Product: NCC(C1=CC=C(C=C1)[N+](=O)[O-])O (1-amino-2-hydroxy-2-(4-nitrophenyl) ethane). Reaction SMILES: [N+:1]([C:4]1[CH:11]=[CH:10][C:7]([CH:8]=[O:9])=[CH:6][CH:5]=1)([O-:3])=[O:2].[N+:12]([CH3:15])([O-])=O>>[NH2:12][CH2:15][CH:8]([OH:9])[C:7]1[CH:6]=[CH:5][C:4]([N+:1]([O-:3])=[O:2])=[CH:11][CH:10]=1. Procedure details: The method of Schoenenberger, Archiv. der Pharmazie, 1975, 308(9), 717-719 can be employed. 4-Nitrobenzaldehyde can be reacted with nitromethane and base, followed by selective reduction of the aliphatic nitro group to yield 1-amino-2-hydroxy-2-(4-nitrophenyl) ethane. This substance can be reacted with 2,6-dichlorobenzaldehyde to yield a mixture of cis-(±) and trans-(±)-2-(2,6-dichlorophenyl)-5-(4-nitrophenyl)-1,3-oxazolidines. The nitrophenyl group can be reduced with tin (II) dichloride or iro... Starting materials: COC(=O)C1=CC2=C(C(=C1)C3CCCN3)OC(=CC2=O)N4CCOCC4, COC1=CC(=CC=C1)Br. The reagents and catalysts are C(=O)([O-])[O-].[Cs+].[Cs+], CC1(C2=C(C(=CC=C2)P(C3=CC=CC=C3)C4=CC=CC=C4)OC5=C1C=CC=C5P(C6=CC=CC=C6)C7=CC=CC=C7)C, CC(=O)O.CC(=O)O.[Pd]. Run in C1COCCO1. Reaction conditions: temperature 100 celsius. Product: COC1=CC=CC(=C1)N2CCCC2C3=CC(=CC4=C3OC(=CC4=O)N5CCOCC5)C(=O)OC. Isolated yield 55.5%. Procedure details: diacetoxypalladium (3.13 mg, 0.01 mmol) was added to a stirred mixture of methyl 2-morpholino-4-oxo-8-(pyrrolidin-2-yl)-4H-chromene-6-carboxylate (125 mg, 0.35 mmol), 1-bromo-3-methoxybenzene (0.049 ml, 0.38 mmol), (9,9-dimethyl-9H-xanthene-4,5-diyl)bis(diphenylphosphine) (17.15 mg, 0.03 mmol) and cesium carbonate (170 mg, 0.52 mmol) dissolved in 1,4-dioxane (2 ml). The resulting suspension was degased with argon and then stirred at 100 °C for 11 hours.  The reaction mixture was allowed to cool ... Starting materials: CN(CCOC=1C=C(C=CC1)N1C(=NC2=CC=CC(=C2C1=O)C)C(C)NC1=C2N=CNC2=NC=N1)C (3-[3-(2-Dimethylamino-ethoxy)-phenyl]-5-methyl-2-[1-(9H-purin-6-ylamino)-ethyl]-3H-quinazolin-4-one), compound 133, NC1=NC(=C2N=CNC2=N1)NC(C)C1=NC2=CC=CC(=C2C(N1C=1C=C(C#N)C=CC1)=O)C (3-(2-[1-(2-Amino-9H-purin-6-ylamino)-ethyl]-5-methyl-4-oxo-4H-quinazolin-3-yl)-benzonitrile). The product is NC1=NC(=C2N=CNC2=N1)NC(C)C1=NC2=CC=CC(=C2C(N1C1=CC(=CC=C1)N1CCOCC1)=O)C (2-[1-(2-amino-9H-purin-6-ylamino)-ethyl]-5-methyl-3-(3-morpholin-4-yl-phenyl)-3H-quinazolin-4-one). RXN SMILES: C[N:2]([CH3:36])[CH2:3][CH2:4][O:5][C:6]1C=C(N2C(=O)C3C(=CC=CC=3C)N=C2C(NC2N=CN=C3C=2N=CN3)C)C=CC=1.[NH2:37][C:38]1[N:46]=[C:45]2[C:41]([N:42]=[CH:43][NH:44]2)=[C:40]([NH:47][CH:48]([C:50]2[N:59]([C:60]3[CH:61]=[C:62]([CH:65]=[CH:66][CH:67]=3)C#N)[C:58](=[O:68])[C:57]3[C:52](=[CH:53][CH:54]=[CH:55][C:56]=3[CH3:69])[N:51]=2)[CH3:49])[N:39]=1>>[NH2:37][C:38]1[N:46]=[C:45]2[C:41]([N:42]=[CH:43][NH:44]2)=[C:40]([NH:47][CH:48]([C:50]2[N:59]([C:60]3[CH:67]=[CH:66][CH:65]=[C:62]([N:2]4[CH2:3][CH2:4][O:5][CH2:6][CH2:36]4)[CH:61]=3)[C:58](=[O:68])[C:57]3[C:52](=[CH:53][CH:54]=[CH:55][C:56]=3[CH3:69])[N:51]=2)[CH3:49])[N:39]=1. Reported procedure: Compound 158 was prepared in accordance with the procedure described for compound 129, but compound 133 was used in place of compound 126. m/z=498 (M+H). The structure of compound 153 is shown below. Reactants: CC(C)O, FC(F)(F)c1ccc(-c2cnc(Cl)o2)cc1, CS(=O)(=O)Nc1cccc(N)c1. Yields the product CS(=O)(=O)Nc1cccc(Nc2ncc(-c3ccc(C(F)(F)F)cc3)o2)c1. Reaction SMILES: [CH3:29][CH:30]([OH:31])[CH3:32].[Cl:1][c:2]1[o:3][c:4](-[c:7]2[cH:8][cH:9][c:10]([C:13]([F:14])([F:15])[F:16])[cH:11][cH:12]2)[cH:5][n:6]1.[NH2:17][c:18]1[cH:19][c:20]([NH:24][S:25](=[O:26])(=[O:27])[CH3:28])[cH:21][cH:22][cH:23]1>>[c:2]1([NH:17][c:18]2[cH:19][c:20]([NH:24][S:25](=[O:26])(=[O:27])[CH3:28])[cH:21][cH:22][cH:23]2)[o:3][c:4](-[c:7]2[cH:8][cH:9][c:10]([C:13]([F:14])([F:15])[F:16])[cH:11][cH:12]2)[cH:5][n:6]1. The reactants are Oc1ccc(F)cc1, [K+], [K+], O=C1NC(=O)c2cc([N+](=O)[O-])ccc21, O=C([O-])[O-], CN(C)C=O, O. The product is O=C1NC(=O)c2cc(Oc3ccc(F)cc3)ccc21. Reaction SMILES: [F:15][c:16]1[cH:17][cH:18][c:19]([OH:22])[cH:20][cH:21]1.[K+:23].[K+:24].[N+:1]([O-:2])(=[O:3])[c:4]1[cH:5][c:6]2[c:10]([cH:11][cH:12]1)[C:9](=[O:13])[NH:8][C:7]2=[O:14].[O-:25][C:26]([O-:27])=[O:28].[O:29]=[CH:30][N:31]([CH3:32])[CH3:33].[OH2:34]>>[c:4]1([O:22][c:19]2[cH:18][cH:17][c:16]([F:15])[cH:21][cH:20]2)[cH:5][c:6]2[c:10]([cH:11][cH:12]1)[C:9](=[O:13])[NH:8][C:7]2=[O:14]. Starting materials: [N+](=O)([O-])C1=C(N)C=C(C(=C1)F)N1C=CC(C=C1)=O (2-nitro-4-fluoro-5-(4-oxo-4H-pyridin-1-yl)-aniline). The reagents and catalysts are paradium-carbon. Solvent: CC(=O)C (dimethylformaldehyde). Product: FC1=CC(=C(C=C1N1C=CC(C=C1)=O)N)N (4-fluoro-5-(4-oxo-4H-pyridin-1-yl)-1,2-phenylenediamine). Yield: 85.6%. As a reaction SMILES: [N+:1]([C:4]1[CH:10]=[C:9]([F:11])[C:8]([N:12]2[CH:17]=[CH:16][C:15](=[O:18])[CH:14]=[CH:13]2)=[CH:7][C:5]=1[NH2:6])([O-])=O>CC(C)=O>[F:11][C:9]1[C:8]([N:12]2[CH:17]=[CH:16][C:15](=[O:18])[CH:14]=[CH:13]2)=[CH:7][C:5]([NH2:6])=[C:4]([NH2:1])[CH:10]=1. Reported procedure: First, 1.065 g of 2-nitro-4-fluoro-5-(4-oxo-4H-pyridin-1-yl)-aniline was dissolved in 45 ml of dimethylformaldehyde by heating and reduced over 195 mg of 10% paradium-carbon catalyst under atmospheric pressure. After the reaction, the reaction mixture was filtered through celite to remove the catalyst, and the mother liquor thus obtained was concentrated to dryness. The residue thus obtained was subjected to column chromatography using 30 g of silica gel, and fractions eluted with a methylene ch... The reactants are CI (methyl iodide), CI (methyl iodide), N(=[N+]=[N-])CCCC1(SC(=NN1C(N)=S)C1=C(C=CC(=C1)F)F)C1=CC=CC=C1 (2-(3-azidopropyl)-5-(2,5-difluorophenyl)-2-phenyl-1,3,4-thiadiazole-3(2H)-carbothioamide), C(Cl)Cl (DCM). Run in CO (MeOH). Run at time 16 hour. Yields the product N(=[N+]=[N-])CCCC1(SC(=NN1C(=N)SC)C1=C(C=CC(=C1)F)F)C1=CC=CC=C1 (methyl 2-(3-azidopropyl)-5-(2,5-difluorophenyl)-2-phenyl-1,3,4-thiadiazole-3(2H)-carbimidothioate). As a reaction SMILES: [N:1]([CH2:4][CH2:5][CH2:6][C:7]1([C:23]2[CH:28]=[CH:27][CH:26]=[CH:25][CH:24]=2)[N:11]([C:12](=[S:14])[NH2:13])[N:10]=[C:9]([C:15]2[CH:20]=[C:19]([F:21])[CH:18]=[CH:17][C:16]=2[F:22])[S:8]1)=[N+:2]=[N-:3].[CH2:29](Cl)Cl.CI>CO>[N:1]([CH2:4][CH2:5][CH2:6][C:7]1([C:23]2[CH:28]=[CH:27][CH:26]=[CH:25][CH:24]=2)[N:11]([C:12]([S:14][CH3:29])=[NH:13])[N:10]=[C:9]([C:15]2[CH:20]=[C:19]([F:21])[CH:18]=[CH:17][C:16]=2[F:22])[S:8]1)=[N+:2]=[N-:3]. Procedure: To a solution of 2-(3-azidopropyl)-5-(2,5-difluorophenyl)-2-phenyl-1,3,4-thiadiazole-3(2H)-carbothioamide (0.120 g, 0.29 mmol) in 2 mL of a 4:1 mixture of DCM:MeOH was added methyl iodide (0.022 mL, 0.34 mmol). After stirring for 16 hours at room temperature, methyl iodide (0.050 mL) was added and the mixture stirred for a further 4 hours then concentrated in vacuo. The residue was partitioned between saturated NaHCO3 (10 mL) and EtOAc (10 mL) and the aqueous layer was extracted with EtOAc (2×10... RXN SMILES: [CH3:35][C:36](=[O:37])[O:38][C:39](=[O:40])[CH3:41].[Cl:42][CH2:43][Cl:44].[NH2:1][CH2:2][CH:3]1[CH2:4][N:5]([c:9]2[cH:10][c:11]3[c:16]([cH:17][cH:18]2)[CH2:15][N:14]([C:19](=[O:20])[O:21][CH2:22][c:23]2[cH:24][cH:25][cH:26][cH:27][cH:28]2)[CH2:13][CH2:12]3)[C:6](=[O:8])[O:7]1.[cH:29]1[cH:30][cH:31][n:32][cH:33][cH:34]1>>[NH:1]([CH2:2][CH:3]1[CH2:4][N:5]([c:9]2[cH:10][c:11]3[c:16]([cH:17][cH:18]2)[CH2:15][N:14]([C:19](=[O:20])[O:21][CH2:22][c:23]2[cH:24][cH:25][cH:26][cH:27][cH:28]2)[CH2:13][CH2:12]3)[C:6](=[O:8])[O:7]1)[C:36]([CH3:35])=[O:37]. The reactants are CC(=O)OC(C)=O, ClCCl, NCC1CN(c2ccc3c(c2)CCN(C(=O)OCc2ccccc2)C3)C(=O)O1, c1ccncc1. Product: CC(=O)NCC1CN(c2ccc3c(c2)CCN(C(=O)OCc2ccccc2)C3)C(=O)O1.